From a dataset of the Open Reaction Database (ORD), a public repository of structured organic reaction records. describe an organic reaction: reactants, conditions, products, and yield Reactants: Cl.[N+](=O)([O-])C1=CC=C(CN)C=C1 (4-nitrobenzylamine hydrochloride), S(=O)(=O)(Cl)Cl (sulfuryl chloride). Run in C(C)#N (acetonitrile). Product: [N+](=O)([O-])C1=CC=C(CNS(=O)(=O)Cl)C=C1 (4-nitrobenzylaminosulfonyl chloride). RXN SMILES: Cl.[N+:2]([C:5]1[CH:12]=[CH:11][C:8]([CH2:9][NH2:10])=[CH:7][CH:6]=1)([O-:4])=[O:3].[S:13](Cl)([Cl:16])(=[O:15])=[O:14]>C(#N)C>[N+:2]([C:5]1[CH:6]=[CH:7][C:8]([CH2:9][NH:10][S:13]([Cl:16])(=[O:15])=[O:14])=[CH:11][CH:12]=1)([O-:4])=[O:3] |f:0.1|. Reported procedure: The intermediate 4-nitrobenzylaminosulfonyl chloride was prepared from 4-nitrobenzylamine hydrochloride and sulfuryl chloride at reflux in acetonitrile. The solvent was evaporated and the crude material used without further purification.